This data is from the Open Reaction Database (ORD), a public repository of structured organic reaction records. The task is: describe an organic reaction: reactants, conditions, products, and yield The reactants are O=C([O-])O, C, O=C(OCc1ccccc1)C1CCCN1C(=O)C1CCCN1S(=O)(=O)c1ccccc1, CO, Cl, [H][H], [Na+], O, [Pd]. Yields the product O=C(O)C1CCCN1C(=O)C1CCCN1S(=O)(=O)c1ccccc1. As a reaction SMILES: [C:32](=[O:33])([OH:34])[O-:35].[C:42].[CH2:1]([c:2]1[cH:3][cH:4][cH:5][cH:6][cH:7]1)[O:8][C:9]([CH:10]1[N:11]([C:15]([CH:16]2[N:17]([S:21](=[O:22])(=[O:23])[c:24]3[cH:25][cH:26][cH:27][cH:28][cH:29]3)[CH2:18][CH2:19][CH2:20]2)=[O:30])[CH2:12][CH2:13][CH2:14]1)=[O:31].[CH3:40][OH:41].[ClH:39].[H:37][H:38].[Na+:36].[OH2:44].[Pd:43]>>[O:8]=[C:9]([CH:10]1[N:11]([C:15]([CH:16]2[N:17]([S:21](=[O:22])(=[O:23])[c:24]3[cH:25][cH:26][cH:27][cH:28][cH:29]3)[CH2:18][CH2:19][CH2:20]2)=[O:30])[CH2:12][CH2:13][CH2:14]1)[OH:31].